This data is from the Open Reaction Database (ORD), a public repository of structured organic reaction records. The task is: describe an organic reaction: reactants, conditions, products, and yield Starting materials: BrC1=C(N=C2N1N=CC=C2N2CCOCC2)CCC2=NC1=CC=CC=C1C=C2 (4-(3-Bromo-2-(2-(quinolin-2-yl)ethyl)imidazo[1,2-b]pyridazin-8-yl)morpholine), CC1(OB(OC1(C)C)C=1C=CC(=NC1)C#N)C (5-(4,4,5,5-tetramethyl-1,3,2-dioxaborolan-2-yl)picolinonitrile). The product is O1CCN(CC1)C=1C=2N(N=CC1)C(=C(N2)CCC2=NC1=CC=CC=C1C=C2)C=2C=CC(=NC2)C#N (5-(8-Morpholino-2-(2-(quinolin-2-yl)ethyl)imidazo[1,2-b]pyridazin-3-yl)picolinonitrile). Reaction SMILES: Br[C:2]1[N:6]2[N:7]=[CH:8][CH:9]=[C:10]([N:11]3[CH2:16][CH2:15][O:14][CH2:13][CH2:12]3)[C:5]2=[N:4][C:3]=1[CH2:17][CH2:18][C:19]1[CH:28]=[CH:27][C:26]2[C:21](=[CH:22][CH:23]=[CH:24][CH:25]=2)[N:20]=1.CC1(C)C(C)(C)OB([C:37]2[CH:38]=[CH:39][C:40]([C:43]#[N:44])=[N:41][CH:42]=2)O1>>[O:14]1[CH2:15][CH2:16][N:11]([C:10]2[C:5]3[N:6]([C:2]([C:37]4[CH:38]=[CH:39][C:40]([C:43]#[N:44])=[N:41][CH:42]=4)=[C:3]([CH2:17][CH2:18][C:19]4[CH:28]=[CH:27][C:26]5[C:21](=[CH:22][CH:23]=[CH:24][CH:25]=5)[N:20]=4)[N:4]=3)[N:7]=[CH:8][CH:9]=2)[CH2:12][CH2:13]1. Procedure details: Compound 46a (0.5 g, 1.1 mmol) was subjected to Suzuki coupling conditions with 5-(4,4,5,5-tetramethyl-1,3,2-dioxaborolan-2-yl)picolinonitrile as described in Example 38, Step A, to obtain compound 46b as a yellow solid. Mass Spectrum (LCMS, ESI pos.): Calcd. for C27H23N7O: 462.2 (M+H). Found: 462.2.